Dataset: the Open Reaction Database (ORD), a public repository of structured organic reaction records. Task: describe an organic reaction: reactants, conditions, products, and yield Reactants: FC1=C(C=CC=C1)C=1N=C(SC1)N1CCN(CC1)C(=O)OC(C)(C)C (tert-butyl 4-[4-(2-fluorophenyl)-1,3-thiazol-2-yl]piperazine-1-carboxylate), solution, Cl (hydrogen chloride). Solvent: C(C)(=O)OCC (ethyl acetate), C(C)(=O)OCC (ethyl acetate). Conditions: time 12 hour. The product is FC1=C(C=CC=C1)C=1N=C(SC1)N1CCNCC1 (1-[4-(2-Fluorophenyl)-1,3-thiazol-2-yl]piperazine). Isolated yield 94.4%. RXN SMILES: [F:1][C:2]1[CH:7]=[CH:6][CH:5]=[CH:4][C:3]=1[C:8]1[N:9]=[C:10]([N:13]2[CH2:18][CH2:17][N:16](C(OC(C)(C)C)=O)[CH2:15][CH2:14]2)[S:11][CH:12]=1.Cl>C(OCC)(=O)C>[F:1][C:2]1[CH:7]=[CH:6][CH:5]=[CH:4][C:3]=1[C:8]1[N:9]=[C:10]([N:13]2[CH2:14][CH2:15][NH:16][CH2:17][CH2:18]2)[S:11][CH:12]=1. Reported procedure: To a solution tert-butyl 4-[4-(2-fluorophenyl)-1,3-thiazol-2-yl]piperazine-1-carboxylate (3.83 g, 10.5 mmol) in ethyl acetate (100 ml) was added a 4N solution (100 ml) of hydrogen chloride in ethyl acetate, and the mixture was stirred at room temperature for 12 hours. The solvent was distilled off under reduced pressure, and the residue was dissolved in water. The solution was neutralized with 1N aqueous sodium hydroxide solution, and the mixture was extracted with chloroform. The extract was wa...